Task: describe an organic reaction: reactants, conditions, products, and yield. Dataset: the Open Reaction Database (ORD), a public repository of structured organic reaction records The reactants are C(C)(=O)Cl (Acetyl chloride), C1OCCCC12CCN(CC2)C(=O)OC(C)(C)C (1,1-Dimethylethyl 2-oxa-9-azaspiro[5.5]undecane-9-carboxylate). Solvent: CO (methanol). Product: C1OCCCC12CCNCC2 (2-Oxa-9-azaspiro[5.5]undecane). The yield is 119.3%. As a reaction SMILES: C(Cl)(=O)C.[CH2:5]1[C:10]2([CH2:15][CH2:14][N:13](C(OC(C)(C)C)=O)[CH2:12][CH2:11]2)[CH2:9][CH2:8][CH2:7][O:6]1>CO>[CH2:5]1[C:10]2([CH2:11][CH2:12][NH:13][CH2:14][CH2:15]2)[CH2:9][CH2:8][CH2:7][O:6]1. Reported procedure: Acetyl chloride (1 mL) was added to stirred, cooled (0° C.) methanol (10 mL) and the mixture was stirred at 0° C. for 5 minutes. 1,1-Dimethylethyl 2-oxa-9-azaspiro[5.5]undecane-9-carboxylate (Description 138, 78 mg, 0.27 mmol) was added and the mixture was stirred at room temperature for 3 hours. The solvent was evaporated under reduced pressure, aqueous sodium carbonate (10%, 10 mL) was added and the mixture was extracted with dichloromethane (3×10 mL). The combined organic fractions were dried... The reactants are BrC1=CC=C2C=C(C(=C(C2=C1)O)[C@@H](C(=O)O[C@H]1[C@@H](CC[C@H](C1)C)C(C)C)O)C ((S)-((1R,2S,5R)-2-isopropyl-5-methylcyclohexyl) 2-(7-bromo-1-hydroxy-3-methylnaphthalen-2-yl)-2-hydroxyacetate), Cl(=O)(=O)(=O)O (perchloric acid), O (water). The solvent is C(C)(C)(C)OC(=O)C (t-BuOAc). Conditions: time 3 hour. The product is BrC1=CC=C2C=C(C(=C(C2=C1)O)[C@@H](C(=O)O[C@H]1[C@@H](CC[C@H](C1)C)C(C)C)OC(C)(C)C)C ((S)-((1R,2S,5R)-2-isopropyl-5-methylcyclohexyl) 2-(7-bromo-1-hydroxy-3-methylnaphthalen-2-yl)-2-tert-butoxyacetate). As a reaction SMILES: [Br:1][C:2]1[CH:11]=[C:10]2[C:5]([CH:6]=[C:7]([CH3:28])[C:8]([C@H:13]([OH:27])[C:14]([O:16][C@@H:17]3[CH2:22][C@H:21]([CH3:23])[CH2:20][CH2:19][C@H:18]3[CH:24]([CH3:26])[CH3:25])=[O:15])=[C:9]2[OH:12])=[CH:4][CH:3]=1.Cl(O)(=O)(=O)=O.O>C(OC(C)=O)(C)(C)C>[Br:1][C:2]1[CH:11]=[C:10]2[C:5]([CH:6]=[C:7]([CH3:28])[C:8]([C@H:13]([O:27][C:5]([CH3:10])([CH3:6])[CH3:4])[C:14]([O:16][C@@H:17]3[CH2:22][C@H:21]([CH3:23])[CH2:20][CH2:19][C@H:18]3[CH:24]([CH3:25])[CH3:26])=[O:15])=[C:9]2[OH:12])=[CH:4][CH:3]=1. Reported procedure: To a solution of (S)-((1R,2S,5R)-2-isopropyl-5-methylcyclohexyl) 2-(7-bromo-1-hydroxy-3-methylnaphthalen-2-yl)-2-hydroxyacetate in t-BuOAc (150 mL) was added 70% perchloric acid (HClO4) (3.0 mL). After 3 h, water was added. The layers were separated, and the organic layer was dried, filtered, and concentrated in vacuo. The crude material was purified by column chromatography (EtOAc/hexanes). Upon sitting, crystals formed in the resulting oil that were the desired diastereomer. 1H-NMR: 400 MHz, (... Yields the product ClC1=NC=CC2=C1CN(C2=O)CC2=CC(=C(C=C2)OCC(F)F)Cl (4-chloro-2-(3-chloro-4-(2,2-difluoroethoxy)benzyl)-2,3-dihydro-1H-pyrrolo[3,4-c]pyridin-1-one). Isolated yield 84.0%. Reaction SMILES: Br[CH2:2][C:3]1[C:13]([Cl:14])=[N:12][CH:11]=[CH:10][C:4]=1[C:5]([O:7]CC)=O.Cl.[Cl:16][C:17]1[CH:18]=[C:19]([CH2:28][NH2:29])[CH:20]=[CH:21][C:22]=1[O:23][CH2:24][CH:25]([F:27])[F:26]>>[Cl:14][C:13]1[C:3]2[CH2:2][N:29]([CH2:28][C:19]3[CH:20]=[CH:21][C:22]([O:23][CH2:24][CH:25]([F:26])[F:27])=[C:17]([Cl:16])[CH:18]=3)[C:5](=[O:7])[C:4]=2[CH:10]=[CH:11][N:12]=1 |f:1.2|. Procedure: The title compound is prepared in 84% yield (225 mg, colorless amorphous solid) from ethyl 3-(bromomethyl)-2-chloroisonicotinate (200 mg, 0.72 mmol) and (3-chloro-4-(2,2-difluoroethoxy)phenyl)methanamine hydrochloride (195 mg, 0.75 mmol, Amine-33) in a similar manner to Intermediate-2. Starting materials: BrCC1=C(C(=O)OCC)C=CN=C1Cl (ethyl 3-(bromomethyl)-2-chloroisonicotinate), Cl.ClC=1C=C(C=CC1OCC(F)F)CN ((3-chloro-4-(2,2-difluoroethoxy)phenyl)methanamine hydrochloride). Reactants: CC(=O)O, CCO, O=C(Nc1ccc(F)cc1)c1c(Cl)cc(Cl)c(O)c1[N+](=O)[O-], [Na+], O=C([O-])O, O, Cl[Sn]Cl. The product is Nc1c(O)c(Cl)cc(Cl)c1C(=O)Nc1ccc(F)cc1. RXN SMILES: [C:35]([OH:36])(=[O:37])[CH3:38].[CH3:27][CH2:28][OH:29].[Cl:5][c:6]1[c:7]([OH:26])[c:8]([N+:23]([O-:24])=[O:25])[c:9]([C:10](=[O:11])[NH:12][c:13]2[cH:14][cH:15][c:16]([F:19])[cH:17][cH:18]2)[c:20]([Cl:22])[cH:21]1.[Na+:34].[O-:30][C:31]([OH:32])=[O:33].[OH2:1].[Sn:2]([Cl:3])[Cl:4]>>[Cl:5][c:6]1[c:7]([OH:26])[c:8]([NH2:23])[c:9]([C:10](=[O:11])[NH:12][c:13]2[cH:14][cH:15][c:16]([F:19])[cH:17][cH:18]2)[c:20]([Cl:22])[cH:21]1. The reactants are CC(C)(C)O, Cc1csc(-c2ccc3c(c2)CCC2NC(=O)CCC32C)c1, CC(C)(C)[O-], CI, CCOC(C)=O, [K+]. The product is Cc1csc(-c2ccc3c(c2)CCC2N(C)C(=O)CCC32C)c1. As a reaction SMILES: [C:23]([OH:24])([CH3:25])([CH3:26])[CH3:27].[CH3:1][c:2]1[cH:3][c:4](-[c:7]2[cH:8][c:9]3[c:10]([cH:21][cH:22]2)[C:11]2([CH3:20])[CH2:12][CH2:13][C:14](=[O:19])[NH:15][CH:16]2[CH2:17][CH2:18]3)[s:5][cH:6]1.[CH3:28][C:29]([CH3:30])([O-:31])[CH3:32].[CH3:34][I:35].[CH3:36][CH2:37][O:38][C:39](=[O:40])[CH3:41].[K+:33]>>[CH3:1][c:2]1[cH:3][c:4](-[c:7]2[cH:8][c:9]3[c:10]([cH:21][cH:22]2)[C:11]2([CH3:20])[CH2:12][CH2:13][C:14](=[O:19])[N:15]([CH3:23])[CH:16]2[CH2:17][CH2:18]3)[s:5][cH:6]1. The reactants are C(C)N1N=CC=2C1=NC=C(C2NN)C(=O)OCC (1-ethyl-4-hydrazino-1H-pyrazolo[3,4-b]-pyridine-5-carboxylic acid, ethyl ester), N\C(=C/C#N)\C (3-aminocrotononitrile). The solvent is C(CCC)O (butyl alcohol). Run at time 24 hour. Yields the product C(#N)CC(C)=NNC1=C2C(=NC=C1C(=O)OCC)N(N=C2)CC (4-[2-(2-Cyano-1-methylethylidene)hydrazino]-1-ethyl-1H-pyrazolo[3,4-b]pyridine-5-carboxylic acid, ethyl ester). RXN SMILES: [CH2:1]([N:3]1[C:7]2=[N:8][CH:9]=[C:10]([C:14]([O:16][CH2:17][CH3:18])=[O:15])[C:11]([NH:12][NH2:13])=[C:6]2[CH:5]=[N:4]1)[CH3:2].N/[C:20](/[CH3:24])=[CH:21]\[C:22]#[N:23]>C(O)CCC>[C:22]([CH2:21][C:20](=[N:13][NH:12][C:11]1[C:10]([C:14]([O:16][CH2:17][CH3:18])=[O:15])=[CH:9][N:8]=[C:7]2[N:3]([CH2:1][CH3:2])[N:4]=[CH:5][C:6]=12)[CH3:24])#[N:23]. Procedure details: 249 g of 1-ethyl-4-hydrazino-1H-pyrazolo[3,4-b]-pyridine-5-carboxylic acid, ethyl ester (1 mol) and 82 g of 3-aminocrotononitrile (1 mol) are heated together in 1.5 liters of butyl alcohol with stirring for 24 hours. The solvent is removed in vacuo and the residual 4-[2-(2-cyano-1-methylethylidene)hydrazino]-1-ethyl-1H-pyrazolo-[3,4-b]pyridine-5-carboxylic acid, ethyl ester is recrystallized from alcohol, yield 309 g (80%); m.p. 190°-191°. Run in CN(C=O)C (dimethylformamide), CN(C=O)C (dimethylformamide). Reported procedure: To a cold (0°) solution of N-[1(S)-ethoxycarbonyl-3-phenylpropyl]-L-alanine (720 mg., 2.57 mmole) and (S)-1,4-dithia-7-azaspiro[4.4]nonane-8-carboxylic acid, diphenylmethyl ester, p-toluenesulfonate (1.06 g., 1.1 eq.) in 8 ml. of dry dimethylformamide under argon is added dropwise a solution of 0.61 ml. (1.1 eq.) of diphenylphosphoryl azide in 1 ml. of dimethylformamide. The reaction mixture is worked up according to the procedure of Example 95(f) to yield (S,S,S)-7-[2-[(1-ethoxycarbonyl-3-pheny... Product: C(C)OC(=O)[C@H](CCC1=CC=CC=C1)N[C@H](C(=O)N1CC2(SCCS2)C[C@H]1C(=O)OC(C1=CC=CC=C1)C1=CC=CC=C1)C ((S,S,S)-7-[2-[(1-ethoxycarbonyl-3-phenylpropyl)amino]-1-oxopropyl]-1,4-dithia-7-azaspiro[4.4]nonane-8-carboxylic acid, diphenylmethyl ester). As a reaction SMILES: [CH2:1]([O:3][C:4]([C@@H:6]([NH:15][C@H:16]([C:18]([OH:20])=O)[CH3:17])[CH2:7][CH2:8][C:9]1[CH:14]=[CH:13][CH:12]=[CH:11][CH:10]=1)=[O:5])[CH3:2].[S:21]1[C:25]2([CH2:29][C@@H:28]([C:30]([O:32][CH:33]([C:40]3[CH:45]=[CH:44][CH:43]=[CH:42][CH:41]=3)[C:34]3[CH:39]=[CH:38][CH:37]=[CH:36][CH:35]=3)=[O:31])[NH:27][CH2:26]2)[S:24][CH2:23][CH2:22]1.CC1C=CC(S(O)(=O)=O)=CC=1.C1(P(N=[N+]=[N-])(C2C=CC=CC=2)=O)C=CC=CC=1>CN(C)C=O>[CH2:1]([O:3][C:4]([C@@H:6]([NH:15][C@@H:16]([CH3:17])[C:18]([N:27]1[C@H:28]([C:30]([O:32][CH:33]([C:40]2[CH:45]=[CH:44][CH:43]=[CH:42][CH:41]=2)[C:34]2[CH:39]=[CH:38][CH:37]=[CH:36][CH:35]=2)=[O:31])[CH2:29][C:25]2([S:21][CH2:22][CH2:23][S:24]2)[CH2:26]1)=[O:20])[CH2:7][CH2:8][C:9]1[CH:10]=[CH:11][CH:12]=[CH:13][CH:14]=1)=[O:5])[CH3:2]. The reactants are C(C)OC(=O)[C@H](CCC1=CC=CC=C1)N[C@@H](C)C(=O)O (N-[1(S)-ethoxycarbonyl-3-phenylpropyl]-L-alanine), S1CCSC12CN[C@@H](C2)C(=O)OC(C2=CC=CC=C2)C2=CC=CC=C2 ((S)-1,4-dithia-7-azaspiro[4.4]nonane-8-carboxylic acid, diphenylmethyl ester), CC=1C=CC(=CC1)S(=O)(=O)O (p-toluenesulfonate), C1(=CC=CC=C1)P(=O)(C1=CC=CC=C1)N=[N+]=[N-] (diphenylphosphoryl azide). The reactants are O1CC[C@H](C2=CC=CC=C12)NC(=O)[C@H]1N(CC2=CC(=CC=C2C1)[C@@H]1CN([C@@H](C1)C(N[C@@H]1CCCC2=CC=CC=C12)=O)C([C@H](C(C)(C)C)NC([C@H](C)NC)=O)=O)C([C@H](C(C)(C)C)NC([C@H](C)NC)=O)=O ((S)—N—((R)-Chroman-4-yl)-2-((S)-3,3-dimethyl-2-((S)-2-(methylamino)propanamido)butanoyl)-7-((3R,5S)-1-((S)-3,3-dimethyl-2-((S)-2-(methylamino)propanamido)butanoyl)-5-(((R)-1,2,3,4-tetrahydronaphthalen-1-yl)carbamoyl)pyrrolidin-3-yl)-1,2,3,4-tetrahydroisoquinoline-3-carboxamide), C(C)(C)(C)OC(=O)N([C@H](C(=O)N[C@H](C(=O)N1[C@@H](C[C@@H](C1)C1=CC=C2C[C@H](N(CC2=C1)C([C@H](C(C)(C)C)NC([C@H](C)N(C)C(=O)OC(C)(C)C)=O)=O)C(N[C@@H]1CCCC2=CC=CC=C12)=O)C(=O)N[C@H](C(=O)O)CC1=CC=CC=C1)C(C)(C)C)C)C ((S)-2-((2S,4R)-1-((S)-2-((S)-2-((tert-butoxycarbonyl)(methyl)amino)propanamido)-3,3-dimethylbutanoyl)-4-((S)-2-((S)-2-((S)-2-((tert-butoxycarbonyl)(methyl)amino)propanamido)-3,3-dimethylbutanoyl)-3-(((R)-1,2,3,4-tetrahydronaphthalen-1-yl)carbamoyl)-1,2,3,4-tetrahydroisoquinolin-7-yl)pyrrolidine-2-carboxamido)-3-phenylpropanoic acid), C(C)(C)(C)OC(=O)N([C@H](C(=O)N[C@H](C(=O)N1[C@@H](C[C@@H](C1)C1=CC=C2C[C@H](N(CC2=C1)C([C@H](C(C)(C)C)NC([C@H](C)N(C)C(=O)OC(C)(C)C)=O)=O)C(N[C@@H]1CCCC2=CC=CC=C12)=O)C(=O)N[C@H](C(=O)O)CC1=CC=CC=C1)C(C)(C)C)C)C ((S)-2-((2S,4R)-1-((S)-2-((S)-2-((tert-butoxycarbonyl)(methyl)amino)propanamido)-3,3-dimethylbutanoyl)-4-((S)-2-((S)-2-((S)-2-((tert-butoxycarbonyl)(methyl)amino)propanamido)-3,3-dimethylbutanoyl)-3-(((R)-1,2,3,4-tetrahydronaphthalen-1-yl)carbamoyl)-1,2,3,4-tetrahydroisoquinolin-7-yl)pyrrolidine-2-carboxamido)-3-phenylpropanoic acid), C1(=CC=CC=C1)C[C@H](N)C1=NN=NN1 ((S)-2-phenyl-1-(1H-tetrazol-5-yl)ethanamine), C(=O)(C(F)(F)F)O (TFA). Yields the product CC([C@@H](C(=O)N1CC2=CC(=CC=C2CC1C(=O)N[C@@H]1CCCC2=CC=CC=C12)[C@@H]1CN([C@@H](C1)C(N[C@@H](CC1=CC=CC=C1)C1=NN=NN1)=O)C([C@H](C(C)(C)C)NC([C@H](C)NC)=O)=O)NC([C@H](C)NC)=O)(C)C (2-((S)-3,3-Dimethyl-2-((S)-2-(methylamino)propanamido)butanoyl)-7-((3R,5S)-1-((S)-3,3-dimethyl-2-((S)-2-(methylamino)propanamido)butanoyl)-5-(((S)-2-phenyl-1-(1H-tetrazol-5-yl)ethyl)carbamoyl)pyrrolidin-3-yl)-N—((R)-1,2,3,4-tetrahydronaphthalen-1-yl)-1,2,3,4-tetrahydroisoquinoline-3-carboxamide). Yield: 33.0%. Reaction SMILES: O1C2C(=CC=CC=2)[C@H]([NH:11][C:12]([C@@H:14]2[CH2:23][C:22]3[C:17](=[CH:18][C:19]([C@H:24]4[CH2:28][C@@H:27]([C:29](=[O:41])[NH:30][C@H:31]5[C:40]6[C:35](=[CH:36][CH:37]=[CH:38][CH:39]=6)[CH2:34][CH2:33][CH2:32]5)[N:26]([C:42](=[O:55])[C@@H:43]([NH:48][C:49](=[O:54])[C@@H:50]([NH:52][CH3:53])[CH3:51])[C:44]([CH3:47])([CH3:46])[CH3:45])[CH2:25]4)=[CH:20][CH:21]=3)[CH2:16][N:15]2[C:56](=[O:69])[C@@H:57]([NH:62][C:63](=[O:68])[C@@H:64]([NH:66][CH3:67])[CH3:65])[C:58]([CH3:61])([CH3:60])[CH3:59])=[O:13])CC1.C(OC(N(C)[C@@H](C)C(N[C@@H](C(C)(C)C)C(N1C[C@@H](C2C=C3C(C[C@@H](C(=O)N[C@H]4C5C(=CC=CC=5)CCC4)N(C(=O)[C@@H](NC(=O)[C@@H](N(C(OC(C)(C)C)=O)C)C)C(C)(C)C)C3)=CC=2)C[C@H]1C(N[C@@H](CC1C=CC=CC=1)C(O)=O)=O)=O)=O)=O)(C)(C)C.[C:154]1([CH2:160][C@@H:161]([C:163]2[NH:167][N:166]=[N:165][N:164]=2)N)[CH:159]=[CH:158][CH:157]=[CH:156][CH:155]=1.C(O)(C(F)(F)F)=O>>[CH3:46][C:44]([CH3:47])([CH3:45])[C@H:43]([NH:48][C:49](=[O:54])[C@@H:50]([NH:52][CH3:53])[CH3:51])[C:42]([N:26]1[CH:27]([C:29]([NH:30][C@H:31]2[C:40]3[C:35](=[CH:36][CH:37]=[CH:38][CH:39]=3)[CH2:34][CH2:33][CH2:32]2)=[O:41])[CH2:18][C:19]2[C:24](=[CH:28][C:22]([C@H:17]3[CH2:23][C@@H:14]([C:12](=[O:13])[NH:11][C@H:161]([C:163]4[NH:167][N:166]=[N:165][N:164]=4)[CH2:160][C:154]4[CH:159]=[CH:158][CH:157]=[CH:156][CH:155]=4)[N:15]([C:56](=[O:69])[C@@H:57]([NH:62][C:63](=[O:68])[C@@H:64]([NH:66][CH3:67])[CH3:65])[C:58]([CH3:59])([CH3:61])[CH3:60])[CH2:16]3)=[CH:21][CH:20]=2)[CH2:25]1)=[O:55]. Reported procedure: Following procedures analogous to those for the preparation of Compounds F and G of Example 46, (S)-2-((2S,4R)-1-((S)-2-((S)-2-((tert-butoxycarbonyl)(methyl)amino)propanamido)-3,3-dimethylbutanoyl)-4-((S)-2-((S)-2-((S)-2-((tert-butoxycarbonyl)(methyl)amino)propanamido)-3,3-dimethylbutanoyl)-3-(((R)-1,2,3,4-tetrahydronaphthalen-1-yl)carbamoyl)-1,2,3,4-tetrahydroisoquinolin-7-yl)pyrrolidine-2-carboxamido)-3-phenylpropanoic acid (Compound D of Example 46, 30 mg, 0.030 mmol) and (S)-2-phenyl-1-(1H-t... Reactants: ClC1=C2C(=NC=C1)C=CS2 (7-chloro-thieno[3,2-b]pyridine), OC1=CC2=C(C(=C(O2)C)C(=O)OC)C=C1 (methyl 6-hydroxy-2-methyl-benzofuran-3-carboxylate), C(=O)([O-])[O-].[Cs+].[Cs+] (Cs2CO3). Product: CC=1OC2=C(C1C(=O)OC)C=CC(=C2)OC2=C1C(=NC=C2)C=CS1 (Methyl 2-Methyl-6-[thieno[3,2-b]pyridin-7-yloxy]benzofuran-3-carboxylate). RXN SMILES: Cl[C:2]1[CH:7]=[CH:6][N:5]=[C:4]2[CH:8]=[CH:9][S:10][C:3]=12.[OH:11][C:12]1[CH:25]=[CH:24][C:15]2[C:16]([C:20]([O:22][CH3:23])=[O:21])=[C:17]([CH3:19])[O:18][C:14]=2[CH:13]=1.C([O-])([O-])=O.[Cs+].[Cs+]>>[CH3:19][C:17]1[O:18][C:14]2[CH:13]=[C:12]([O:11][C:2]3[CH:7]=[CH:6][N:5]=[C:4]4[CH:8]=[CH:9][S:10][C:3]=34)[CH:25]=[CH:24][C:15]=2[C:16]=1[C:20]([O:22][CH3:23])=[O:21] |f:2.3.4|. Reported procedure: This material was prepared by the reaction of 7-chloro-thieno[3,2-b]pyridine with methyl 6-hydroxy-2-methylbenzofuran-3-carboxylate 89c and Cs2CO3 in a manner as previously described. 1H NMR (CDCl3) δ8.48 (1H, d, J=5.3 Hz), 7.99 (1H, d, J=8.3 Hz), 7.74 (1H, d, J=5.6 Hz), 7.56 (1H, d, J=5.3 Hz), 7.29 (1H, d, J=2.0 Hz), 7.16 (1H, dd, J=8.6, 2.3 Hz), 6.53 (1H, d, J=5.3 Hz), 3.96 (3H, s), 2.79 (3H, s). The reactants are COc1ccc(CN2CCc3c(sc(N)c3C(=O)OC(C)(C)C)C2CN)cc1, CCN(C(C)C)C(C)C, O=S1(=O)N=C(Cl)c2ccccc21, ClCCl. Product: COc1ccc(CN2CCc3c(sc(N)c3C(=O)OC(C)(C)C)C2CNC2=NS(=O)(=O)c3ccccc32)cc1. Reaction SMILES: [C:22]([CH3:23])([CH3:24])([CH3:25])[O:26][C:27](=[O:28])[c:29]1[c:30]([NH2:49])[s:31][c:32]2[c:37]1[CH2:36][CH2:35][N:34]([CH2:38][c:39]1[cH:40][cH:41][c:42]([O:45][CH3:46])[cH:43][cH:44]1)[CH:33]2[CH2:47][NH2:48].[CH:13]([N:14]([CH:15]([CH3:16])[CH3:17])[CH2:18][CH3:19])([CH3:20])[CH3:21].[Cl:1][C:2]1=[N:3][S:4](=[O:11])(=[O:12])[c:5]2[c:6]1[cH:7][cH:8][cH:9][cH:10]2.[Cl:50][CH2:51][Cl:52]>>[C:2]1([NH:48][CH2:47][CH:33]2[c:32]3[s:31][c:30]([NH2:49])[c:29]([C:27]([O:26][C:22]([CH3:23])([CH3:24])[CH3:25])=[O:28])[c:37]3[CH2:36][CH2:35][N:34]2[CH2:38][c:39]2[cH:40][cH:41][c:42]([O:45][CH3:46])[cH:43][cH:44]2)=[N:3][S:4](=[O:11])(=[O:12])[c:5]2[c:6]1[cH:7][cH:8][cH:9][cH:10]2.